Dataset: the Open Reaction Database (ORD), a public repository of structured organic reaction records. Task: describe an organic reaction: reactants, conditions, products, and yield The reactants are CO, [K+], [OH-], O, CCOC(=O)Cc1nc(-c2ccccc2)oc1C(C)C. The product is CC(C)c1oc(-c2ccccc2)nc1CC(=O)O. Reaction SMILES: [CH3:21][OH:22].[K+:24].[OH-:23].[OH2:25].[c:1]1(-[c:7]2[o:8][c:9]([CH:18]([CH3:19])[CH3:20])[c:10]([CH2:12][C:13](=[O:14])[O:15][CH2:16][CH3:17])[n:11]2)[cH:2][cH:3][cH:4][cH:5][cH:6]1>>[c:1]1(-[c:7]2[o:8][c:9]([CH:18]([CH3:19])[CH3:20])[c:10]([CH2:12][C:13](=[O:14])[OH:15])[n:11]2)[cH:2][cH:3][cH:4][cH:5][cH:6]1. Starting materials: BrC=1SC=CC1 (2-bromothiophene), C(CCC)[Li] (n-butyl lithium), C(C)(=O)O (acetic acid), BrC1=CC=CC=C(C1=O)N1CCN(CC1)CC1=CC=2OCOC2C=C1 (7-bromo-2-(4-piperonyl-1-piperazinyl)-2,4,6-cycloheptatriene-1-one). Reagents/catalysts: [Cl-].[Cl-].[Zn+2] (ZnCl2), C1(=CC=CC=C1)P(C1=CC=CC=C1)C1=CC=CC=C1.C1(=CC=CC=C1)P(C1=CC=CC=C1)C1=CC=CC=C1.C1(=CC=CC=C1)P(C1=CC=CC=C1)C1=CC=CC=C1.C1(=CC=CC=C1)P(C1=CC=CC=C1)C1=CC=CC=C1.[Pd] (palladium tetrakis(triphenylphosphine)). Run in O1CCCC1 (tetrahydrofuran), O1CCCC1 (tetrahydrofuran). Run at time 5 minute. Product: C(C1=CC=2OCOC2C=C1)N1CCN(CC1)C=1C(C(=CC=CC1)C=1SC=CC1)=O (2-(4-Piperonyl-1-piperazinyl)7-thien2-yl-2,4,6-cycloheptatriene-1-one). Yield: 16.6%. Reaction SMILES: Br[C:2]1[S:3][CH:4]=[CH:5][CH:6]=1.C([Li])CCC.C(O)(=O)C.Br[C:17]1[C:23](=[O:24])[C:22]([N:25]2[CH2:30][CH2:29][N:28]([CH2:31][C:32]3[CH:40]=[CH:39][C:38]4[O:37][CH2:36][O:35][C:34]=4[CH:33]=3)[CH2:27][CH2:26]2)=[CH:21][CH:20]=[CH:19][CH:18]=1>O1CCCC1.[Cl-].[Cl-].[Zn+2].C1(P(C2C=CC=CC=2)C2C=CC=CC=2)C=CC=CC=1.C1(P(C2C=CC=CC=2)C2C=CC=CC=2)C=CC=CC=1.C1(P(C2C=CC=CC=2)C2C=CC=CC=2)C=CC=CC=1.C1(P(C2C=CC=CC=2)C2C=CC=CC=2)C=CC=CC=1.[Pd]>[CH2:31]([N:28]1[CH2:27][CH2:26][N:25]([C:22]2[C:23](=[O:24])[C:17]([C:2]3[S:3][CH:4]=[CH:5][CH:6]=3)=[CH:18][CH:19]=[CH:20][CH:21]=2)[CH2:30][CH2:29]1)[C:32]1[CH:40]=[CH:39][C:38]2[O:37][CH2:36][O:35][C:34]=2[CH:33]=1 |f:5.6.7,8.9.10.11.12|. Reported procedure: To a solution of 2-bromothiophene (1.0 g, 6.1 mmol) in tetrahydrofuran (50 mL) at -78° C., was added n-butyl lithium (1.6 M in cyclohexane, 4.0 mL) and the resulting solution was stirred for 5 minutes. At this time, ZnCl2 (0.5 M in THF, 20 mL) was added and the solution was warmed to room temperature over 2 hours. To the reaction mixture was then added palladium tetrakis(triphenylphosphine) (200 mg) and a solution of the acetic acid salt of 7-bromo-2-(4-piperonyl-1-piperazinyl)-2,4,6-cycloheptat...